From a dataset of the Open Reaction Database (ORD), a public repository of structured organic reaction records. describe an organic reaction: reactants, conditions, products, and yield Starting materials: COC=1C=C(C(C2=CC=CC3=CC=CC=C23)O)C=CC1 (3-methoxy-α-(1-naphthyl)benzyl alcohol), N1=CC=C(C2=CC=CC=C12)C=O (4-quinolinecarboxaldehyde). Product: COC=1C=C(C(C2=CC=NC3=CC=CC=C23)O)C=CC1 (3-methoxy-α-(4-quinolinyl)benzyl alcohol). As a reaction SMILES: [CH3:1][O:2][C:3]1[CH:4]=[C:5]([CH:18]=[CH:19][CH:20]=1)[CH:6]([OH:17])[C:7]1[C:16]2[C:11](=[CH:12][CH:13]=[CH:14][CH:15]=2)C=[CH:9][CH:8]=1.[N:21]1C2C(=CC=CC=2)C(C=O)=CC=1>>[CH3:1][O:2][C:3]1[CH:4]=[C:5]([CH:18]=[CH:19][CH:20]=1)[CH:6]([OH:17])[C:7]1[C:16]2[C:11](=[CH:12][CH:13]=[CH:14][CH:15]=2)[N:21]=[CH:9][CH:8]=1. Reported procedure: The compound 26 was prepared by following the synthesis procedure as described for compound 1, but substituting 1-naphtaldehyde for 4-quinolinecarboxaldehyde. The reactants are off-white product, FC=1C=CC(=C(C(=O)NC2=NC=C(C=C2)Cl)C1)N (5-Fluoro-2-amino-N-(5-chloropyridin-2-yl)benzamide), N1=CC=CC=C1 (pyridine), C(C)(=O)OC1=C(C(=O)Cl)C=CC(=C1)F (2-acetoxy-4-fluorobenzoyl chloride). Run in C(Cl)Cl (methylene chloride), C(Cl)Cl (methylene chloride). Run at time 8 hour. The product is ClC=1C=CC(=NC1)NC(C1=C(C=CC(=C1)F)NC(C1=C(C=C(C=C1)F)OC(C)=O)=O)=O (N-(5-Chloropyridin-2-yl)-5-fluoro-2-(2-acetoxy-4-fluorobenzoylamino)-benzamide). As a reaction SMILES: [F:1][C:2]1[CH:3]=[CH:4][C:5]([NH2:18])=[C:6]([CH:17]=1)[C:7]([NH:9][C:10]1[CH:15]=[CH:14][C:13]([Cl:16])=[CH:12][N:11]=1)=[O:8].N1C=CC=CC=1.[C:25]([O:28][C:29]1[CH:37]=[C:36]([F:38])[CH:35]=[CH:34][C:30]=1[C:31](Cl)=[O:32])(=[O:27])[CH3:26]>C(Cl)Cl>[Cl:16][C:13]1[CH:14]=[CH:15][C:10]([NH:9][C:7](=[O:8])[C:6]2[CH:17]=[C:2]([F:1])[CH:3]=[CH:4][C:5]=2[NH:18][C:31](=[O:32])[C:30]2[CH:34]=[CH:35][C:36]([F:38])=[CH:37][C:29]=2[O:28][C:25](=[O:27])[CH3:26])=[N:11][CH:12]=1. Procedure: 5-Fluoro-2-amino-N-(5-chloropyridin-2-yl)benzamide (5.32 g, 20 mmol) was added to a solution of 2 mL dry pyridine and 2-acetoxy-4-fluorobenzoyl chloride (21 mmol) in 100 mL dry methylene chloride under dry nitrogen with magnetic stirring. The reaction was allowed to stir overnight at room temperature and then was diluted with 500 mL of methylene chloride. The methylene chloride solution was washed with cold 1 M HCl, cold saturated NaHCO3, and brine; and then was dried over sodium sulfate. The so... Reactants: C(CC)C1=C(C(=NC(=N1)C)Cl)CC1=CC=C(C=C1)C1=C(C=CC=C1)C#N (6-n-propyl-2-methyl-4-chloro-5-[(2'-cyano-4-biphenylyl)methyl]pyrimidine), O.NN (hydrazine hydrate). Product: C(CC)C1=C(C(=NC(=N1)C)NN)CC1=CC=C(C=C1)C1=C(C=CC=C1)C#N (6-n-propyl-2-methyl-4-hydrazino-5-[(2'-cyano-4-biphenylyl)methyl]pyrimidine). The solvent is C(C)O (ethanol). Reported procedure: 51.7 g of 6-n-propyl-2-methyl-4-chloro-5-[(2'-cyano-4-biphenylyl)methyl]pyrimidine, prepared in Example 10, are dissolved in 150 ml of ethanol and 90 ml of hydrazine hydrate. The mixture is heated to reflux for 6 hours and the solvent is concentrated to one half under vacuum and then treated with water. The crystals formed are drained, washed with water and then with ether and dried to give 46 g of 6-n-propyl-2-methyl-4-hydrazino-5-[(2'-cyano-4-biphenylyl)methyl]pyrimidine in the form of crystal... As a reaction SMILES: [CH2:1]([C:4]1[N:9]=[C:8]([CH3:10])[N:7]=[C:6](Cl)[C:5]=1[CH2:12][C:13]1[CH:18]=[CH:17][C:16]([C:19]2[CH:24]=[CH:23][CH:22]=[CH:21][C:20]=2[C:25]#[N:26])=[CH:15][CH:14]=1)[CH2:2][CH3:3].O.[NH2:28][NH2:29]>C(O)C>[CH2:1]([C:4]1[N:9]=[C:8]([CH3:10])[N:7]=[C:6]([NH:28][NH2:29])[C:5]=1[CH2:12][C:13]1[CH:18]=[CH:17][C:16]([C:19]2[CH:24]=[CH:23][CH:22]=[CH:21][C:20]=2[C:25]#[N:26])=[CH:15][CH:14]=1)[CH2:2][CH3:3] |f:1.2|. Starting materials: [Br-], BrCc1ccccc1, CCCCCCOC1CCC(=O)N1, CCCC[N+](CCCC)(CCCC)CCCC, [K+], C1CCOC1, [OH-]. Yields the product CCCCCCOC1CCC(=O)N1Cc1ccccc1. As a reaction SMILES: [Br-:24].[Br:16][CH2:17][c:18]1[cH:19][cH:20][cH:21][cH:22][cH:23]1.[CH2:1]([CH2:2][CH2:3][CH2:4][CH2:5][CH3:6])[O:7][CH:8]1[CH2:9][CH2:10][C:11](=[O:13])[NH:12]1.[CH2:25]([N+:26]([CH2:27][CH2:28][CH2:29][CH3:30])([CH2:31][CH2:32][CH2:33][CH3:34])[CH2:35][CH2:36][CH2:37][CH3:38])[CH2:39][CH2:40][CH3:41].[K+:15].[O:42]1[CH2:43][CH2:44][CH2:45][CH2:46]1.[OH-:14]>>[CH2:1]([CH2:2][CH2:3][CH2:4][CH2:5][CH3:6])[O:7][CH:8]1[CH2:9][CH2:10][C:11](=[O:13])[N:12]1[CH2:17][c:18]1[cH:19][cH:20][cH:21][cH:22][cH:23]1. Starting materials: CC(C)C(C(=O)O)N(C)C(=O)OC(C)(C)C, C1CCOC1, CNC1CCC2(C)C(=CCC3C2CCC24CN(C)C(C)C2CCC34)C1, CCN=C=NCCCN(C)C, ClCCl, Cl, On1nnc2ccccc21. Yields the product CC(C)C(C(=O)N(C)C1CCC2(C)C(=CCC3C2CCC24CN(C)C(C)C2CCC34)C1)N(C)C(=O)OC(C)(C)C. As a reaction SMILES: [C:26](=[O:27])([O:28][C:29]([CH3:30])([CH3:31])[CH3:32])[N:33]([CH:34]([CH:35]([CH3:36])[CH3:37])[C:38](=[O:39])[OH:40])[CH3:41].[CH2:64]1[O:65][CH2:66][CH2:67][CH2:68]1.[CH3:1][NH:2][CH:3]1[CH2:4][CH2:5][C:6]2([CH3:25])[CH:7]3[CH2:8][CH2:9][C:10]45[CH:11]([CH:12]3[CH2:13][CH:14]=[C:15]2[CH2:16]1)[CH2:17][CH2:18][CH:19]4[CH:20]([CH3:24])[N:21]([CH3:23])[CH2:22]5.[CH3:43][N:44]([CH3:45])[CH2:46][CH2:47][CH2:48][N:49]=[C:50]=[N:51][CH2:52][CH3:53].[Cl:69][CH2:70][Cl:71].[ClH:42].[OH:54][n:55]1[c:56]2[cH:57][cH:58][cH:59][cH:60][c:61]2[n:62][n:63]1>>[CH3:1][N:2]([CH:3]1[CH2:4][CH2:5][C:6]2([CH3:25])[CH:7]3[CH2:8][CH2:9][C:10]45[CH:11]([CH:12]3[CH2:13][CH:14]=[C:15]2[CH2:16]1)[CH2:17][CH2:18][CH:19]4[CH:20]([CH3:24])[N:21]([CH3:23])[CH2:22]5)[C:38]([CH:34]([N:33]([C:26](=[O:27])[O:28][C:29]([CH3:30])([CH3:31])[CH3:32])[CH3:41])[CH:35]([CH3:36])[CH3:37])=[O:40]. The reactants are O1CCCC1 (tetrahydrofuran), COC(=O)[C@@H]1N[C@@H](CCC1)C1=CC(=C(C(=C1)F)F)F ((2R,6S)-6-(3,4,5-trifluorophenyl)piperidine-2-carboxylic acid methyl ester), O1CCCC1 (tetrahydrofuran), [H-].[Al+3].[Li+].[H-].[H-].[H-] (lithium aluminum hydride), raw materials, [OH-].[Na+] (sodium hydroxide). Solvent: O (water), C(C)(=O)OCC (ethyl acetate), O (water). Product: FC=1C=C(C=C(C1F)F)[C@@H]1CCC[C@@H](N1)CO ([(2R,6S)-6-(3,4,5-trifluorophenyl)piperidine-2-yl]methanol). The yield is 98.4%. As a reaction SMILES: O1CCCC1.C[O:7][C:8]([C@H:10]1[CH2:15][CH2:14][CH2:13][C@@H:12]([C:16]2[CH:21]=[C:20]([F:22])[C:19]([F:23])=[C:18]([F:24])[CH:17]=2)[NH:11]1)=O.[H-].[Al+3].[Li+].[H-].[H-].[H-].[OH-].[Na+]>C(OCC)(=O)C.O>[F:22][C:20]1[CH:21]=[C:16]([C@H:12]2[NH:11][C@@H:10]([CH2:8][OH:7])[CH2:15][CH2:14][CH2:13]2)[CH:17]=[C:18]([F:24])[C:19]=1[F:23] |f:2.3.4.5.6.7,8.9|. Procedure: Under a nitrogen atmosphere, a tetrahydrofuran (10 mL) solution of (2R,6S)-6-(3,4,5-trifluorophenyl)piperidine-2-carboxylic acid methyl ester (3.25 g) was added dropwise at −20° C. into a tetrahydrofuran (50 mL) suspension of lithium aluminum hydride (621 mg). After confirming the disappearance of the raw materials, water (0.62 mL), 5 N sodium hydroxide solution (0.62 mL), and water (1.86 mL) were added in sequence to the reaction solution at the same temperature. After stirring for 15 minutes a... The reactants are NC(C(=O)C1=C(N(C2=C3C(=CC(=C12)OCC(=O)O)CCC3)CC3=CC=CC=C3)C)=O (2-[[3-(2-amino-1,2-dioxoethyl)-2-methyl-1-benzyl-1,6,7,8-tetrahydrocyclopent[g]indol-4-yl]oxy]acetic acid), C(C)(C)N(CC)C(C)C (diisopropylethylamine), 4-N,N-dimethylaminopyridine, C1(=CC=CC=C1)S(=O)(=O)N (benzenesulfonamide), Cl.CN(CCCN=C=NCC)C (1-(3-dimethylaminopropyl)-3-ethylcarbodiimide hydrochloride), Cl.CN(CCCN=C=NCC)C (1-(3-dimethylaminopropyl)-3-ethylcarbodiimide hydrochloride), C(C)(C)N(CC)C(C)C (diisopropylethylamine), C1(=CC=CC=C1)S(=O)(=O)N (benzenesulfonamide), Cl (hydrochloric acid). The solvent is C(C)(=O)OCC (ethyl acetate), C(Cl)Cl (methylene chloride). Reaction conditions: time 18 hour. Product: C1(=CC=CC=C1)S(=O)(=O)NC(COC1=C2C(=C(N(C2=C2CCCC2=C1)CC1=CC=CC=C1)C)C(C(=O)N)=O)=O (2-[4-(2-benzenesulfonylamino-2-oxoethoxy)-1-benzyl-2-methyl-1,6,7,8-tetrahydro-1-aza-as-indacen-3-yl]-2-oxoacetamide). Yield: 9.2%. RXN SMILES: [NH2:1][C:2](=[O:30])[C:3]([C:5]1[C:13]2[C:8](=[C:9]3[CH2:21][CH2:20][CH2:19][C:10]3=[CH:11][C:12]=2[O:14][CH2:15][C:16]([OH:18])=O)[N:7]([CH2:22][C:23]2[CH:28]=[CH:27][CH:26]=[CH:25][CH:24]=2)[C:6]=1[CH3:29])=[O:4].C(N(C(C)C)CC)(C)C.[C:40]1([S:46]([NH2:49])(=[O:48])=[O:47])[CH:45]=[CH:44][CH:43]=[CH:42][CH:41]=1.Cl.CN(C)CCCN=C=NCC.Cl>C(Cl)Cl.C(OCC)(=O)C>[C:40]1([S:46]([NH:49][C:16](=[O:18])[CH2:15][O:14][C:12]2[CH:11]=[C:10]3[C:9]([CH2:21][CH2:20][CH2:19]3)=[C:8]3[C:13]=2[C:5]([C:3](=[O:4])[C:2]([NH2:1])=[O:30])=[C:6]([CH3:29])[N:7]3[CH2:22][C:23]2[CH:28]=[CH:27][CH:26]=[CH:25][CH:24]=2)(=[O:48])=[O:47])[CH:45]=[CH:44][CH:43]=[CH:42][CH:41]=1 |f:3.4|. Procedure details: To a solution of 2-[[3-(2-amino-1,2-dioxoethyl)-2-methyl-1-benzyl-1,6,7,8-tetrahydrocyclopent[g]indol-4-yl]oxy]acetic acid (83 mg, 0.20 mmol) in methylene chloride (3 mL) was added diisopropylethylamine (0.1 mL, 0.6 mmol), 4-N,N-dimethylaminopyridine (24 mg, 0.20 mmol), benzenesulfonamide (31 mg, 0.20 mmol), and 1-(3-dimethylaminopropyl)-3-ethylcarbodiimide hydrochloride (58 mg, 0.37 mmol). The mixture was stirred at room temperature for 18 h. Additional portions of 1-(3-dimethylaminopropyl)-3-e...